Dataset: the Open Reaction Database (ORD), a public repository of structured organic reaction records. Task: describe an organic reaction: reactants, conditions, products, and yield Reactants: BrC1=C(C(=O)O)C=C(C=C1)OC1=CC(=C(C(=C1)F)C(F)(F)F)Cl (2-bromo-5-[(2-chloro-α,α,α,6-tetrafluoro-p-tolyl)oxy]benzoic acid), S(=O)(Cl)Cl (thionyl chloride). Run at temperature 60 celsius. Yields the product BrC1=C(C(=O)Cl)C=C(C=C1)OC1=CC(=C(C(=C1)F)C(F)(F)F)Cl (2-Bromo-5-[(2-chloro-α,α,α,6-tetrafluoro-p-tolyl)oxy]benzoyl chloride). Reaction SMILES: [Br:1][C:2]1[CH:10]=[CH:9][C:8]([O:11][C:12]2[CH:17]=[C:16]([F:18])[C:15]([C:19]([F:22])([F:21])[F:20])=[C:14]([Cl:23])[CH:13]=2)=[CH:7][C:3]=1[C:4](O)=[O:5].S(Cl)([Cl:26])=O>>[Br:1][C:2]1[CH:10]=[CH:9][C:8]([O:11][C:12]2[CH:17]=[C:16]([F:18])[C:15]([C:19]([F:22])([F:21])[F:20])=[C:14]([Cl:23])[CH:13]=2)=[CH:7][C:3]=1[C:4]([Cl:26])=[O:5]. Reported procedure: A mixture of 2-bromo-5-[(2-chloro-α,α,α,6-tetrafluoro-p-tolyl)oxy]benzoic acid (15 g, 0.035 mol) in thionyl chloride (75 mL) is heated at 60° C. for 2 hours and concentrated in vacuo to give the title product. Reactants: O=C([O-])[O-], CC(C)(C)C(=O)OCCl, CN(C)C=O, CCOC(C)=O, COCOc1noc2cc(COc3ccc(C(=O)c4ccc(OC5CCCC5)cc4O)cc3CCC(=O)O)ccc12, [K+], [K+], O. Yields the product COCOc1noc2cc(COc3ccc(C(=O)c4ccc(OC5CCCC5)cc4O)cc3CCC(=O)OCOC(=O)C(C)(C)C)ccc12. Reaction SMILES: [C:42](=[O:43])([O-:44])[O-:45].[C:48]([C:49]([CH3:50])([CH3:51])[CH3:52])(=[O:53])[O:54][CH2:55][Cl:56].[CH3:58][N:59]([CH3:60])[CH:61]=[O:62].[CH3:63][CH2:64][O:65][C:66](=[O:67])[CH3:68].[CH:1]1([O:6][c:7]2[cH:8][c:9]([OH:41])[c:10]([C:11](=[O:12])[c:13]3[cH:14][cH:15][c:16]([O:24][CH2:25][c:26]4[cH:27][c:28]5[c:29]([c:30]([O:33][CH2:34][O:35][CH3:36])[n:31][o:32]5)[cH:37][cH:38]4)[c:17]([CH2:19][CH2:20][C:21](=[O:22])[OH:23])[cH:18]3)[cH:39][cH:40]2)[CH2:2][CH2:3][CH2:4][CH2:5]1.[K+:46].[K+:47].[OH2:57]>>[CH:1]1([O:6][c:7]2[cH:8][c:9]([OH:41])[c:10]([C:11](=[O:12])[c:13]3[cH:14][cH:15][c:16]([O:24][CH2:25][c:26]4[cH:27][c:28]5[c:29]([c:30]([O:33][CH2:34][O:35][CH3:36])[n:31][o:32]5)[cH:37][cH:38]4)[c:17]([CH2:19][CH2:20][C:21]([O:22][CH2:55][O:54][C:48]([C:49]([CH3:50])([CH3:51])[CH3:52])=[O:53])=[O:23])[cH:18]3)[cH:39][cH:40]2)[CH2:2][CH2:3][CH2:4][CH2:5]1.